The task is: describe an organic reaction: reactants, conditions, products, and yield. This data is from the Open Reaction Database (ORD), a public repository of structured organic reaction records. The reactants are BrC=1C=C(C=NC1)C(C)O (1-(5-bromopyridin-3-yl)ethanol), C(C)(=O)OC=C (vinyl acetate). Run in CCOCC (Et2O). Conditions: time 16 hour. The product is BrC=1C=C(C=NC1)[C@H](C)O ((S)-1-(5-bromopyridin-3-yl)ethanol), C(C)(=O)O[C@H](C)C=1C=NC=C(C1)Br ((R)-1-(5-bromopyridin-3-yl)ethyl acetate). Reaction SMILES: [Br:1][C:2]1[CH:3]=[C:4]([CH:8]([OH:10])[CH3:9])[CH:5]=[N:6][CH:7]=1.[C:11]([O:14][CH:15]=[CH2:16])(=[O:13])[CH3:12]>CCOCC>[Br:1][C:2]1[CH:3]=[C:4]([C@@H:8]([OH:10])[CH3:9])[CH:5]=[N:6][CH:7]=1.[C:11]([O:14][C@@H:15]([C:4]1[CH:5]=[N:6][CH:7]=[C:2]([Br:1])[CH:3]=1)[CH3:16])(=[O:13])[CH3:12]. Reported procedure: To a stirred solution of 1-(5-bromopyridin-3-yl)ethanol (2.0 g) in anhydrous Et2O (50 mL) at 0° C., was vinyl acetate (2 mL), 4A° molecular sieves (2.0 g), Lipase immobilized from Candida Antarctica (200 mg) and the reaction was stirred for 16 h. The catalyst and molecular sieves were filtered off and the solvent was concentrated under reduced pressure. The residue was purified by column chromatography (30% EtOAc in hexanes) to provide 1.0 g of (S)-1-(5-bromopyridin-3-yl)ethanol and 1.18 g of (R... Reactants: C(C1=CC=CC=C1)OC1=C(C=CC=C1)C=1N=C(OC1)C1=CC=CC=C1 (4-(2-benzyloxyphenyl)-2-phenyl-1,3-oxazole). Reagents/catalysts: [Pd] (Pd/C). Solvent: O1CCCC1 (tetrahydrofuran). Product: OC1=C(C=CC=C1)C=1N=C(OC1)C1=CC=CC=C1 (4-(2-hydroxyphenyl)-2-phenyl-1,3-oxazole). RXN SMILES: C([O:8][C:9]1[CH:14]=[CH:13][CH:12]=[CH:11][C:10]=1[C:15]1[N:16]=[C:17]([C:20]2[CH:25]=[CH:24][CH:23]=[CH:22][CH:21]=2)[O:18][CH:19]=1)C1C=CC=CC=1>O1CCCC1.[Pd]>[OH:8][C:9]1[CH:14]=[CH:13][CH:12]=[CH:11][C:10]=1[C:15]1[N:16]=[C:17]([C:20]2[CH:21]=[CH:22][CH:23]=[CH:24][CH:25]=2)[O:18][CH:19]=1. Reported procedure: 0.7 g of 4-(2-benzyloxyphenyl)-2-phenyl-1,3-oxazole according to step (d) are hydrogenated in 30 ml of tetrahydrofuran in the presence of 0.1 g of Pd/C catalyst at 20-60° C. (5 bar). After the catalyst has been separated off the solvent is distilled off in vacuo and the residue remaining is chromatographed on silica gel (dioxane:hexane 1:5). Yield: 0.5 g (99%);